Dataset: the Open Reaction Database (ORD), a public repository of structured organic reaction records. Task: describe an organic reaction: reactants, conditions, products, and yield Starting materials: BrCCCBr, CS(C)=O, [K+], O=C1NCCO1, [OH-], O. The product is O=C1OCCN1CCCBr. RXN SMILES: [Br:1][CH2:2][CH2:3][CH2:4][Br:5].[CH3:14][S:15]([CH3:16])=[O:17].[K+:7].[O:8]1[C:9](=[O:13])[NH:10][CH2:11][CH2:12]1.[OH-:6].[OH2:18]>>[Br:1][CH2:2][CH2:3][CH2:4][N:10]1[C:9](=[O:13])[O:8][CH2:12][CH2:11]1. Reactants: C(C)C=1C(=NC=C(N1)C(F)(F)F)N[C@@H]1[C@H](CCC1)NC(C1=C(C=CC=C1)C1=NC(=NO1)C)=O (N-[(1S,2S)-2-{[3-Ethyl-5-(trifluoromethyl)pyrazin-2-yl]amino}cyclopentyl]-2-(3-methyl-1,2,4-oxadiazol-5-yl)benzamide), N1=C(N=CC=C1)C=1C(=NC=CC1)C(=O)O (3-(pyrimidin-2-yl)pyridine-2-carboxylic acid), Cl.C(C)C=1C(=NC=C(N1)C(F)(F)F)N[C@@H]1[C@H](CCC1)N ((1S,2S)-1-N-[3-ethyl-5-(trifluoromethyl)pyrazin-2-yl]cyclopentane-1,2-diamine hydrochloride), Cl.C(C)C=1C(=NC=C(N1)C(F)(F)F)N[C@@H]1[C@H](CCC1)N ((1S,2S)-1-N-[3-ethyl-5-(trifluoromethyl)pyrazin-2-yl]cyclopentane-1,2-diamine hydrochloride). Yields the product C(C)C=1C(=NC=C(N1)C(F)(F)F)N[C@@H]1[C@H](CCC1)NC(=O)C1=NC=CC=C1C1=NC=CC=N1 (N-[(1S,2S)-2-{[3-Ethyl-5-(trifluoromethyl)pyrazin-2-yl]amino}cyclopentyl]-3-(pyrimidin-2-yl)pyridine-2-carboxamide). Reaction SMILES: [CH2:1]([C:3]1[C:4]([NH:13][C@H:14]2[CH2:18][CH2:17][CH2:16][C@@H:15]2[NH:19][C:20](=[O:33])[C:21]2C=CC=CC=2C2ON=C(C)N=2)=[N:5][CH:6]=[C:7]([C:9]([F:12])([F:11])[F:10])[N:8]=1)[CH3:2].Cl.C(C1C(N[C@H]2CCC[C@@H]2N)=NC=C(C(F)(F)F)N=1)C.[N:54]1[CH:59]=[CH:58][CH:57]=[N:56][C:55]=1[C:60]1C(C(O)=O)=[N:62][CH:63]=[CH:64][CH:65]=1>>[CH2:1]([C:3]1[C:4]([NH:13][C@H:14]2[CH2:18][CH2:17][CH2:16][C@@H:15]2[NH:19][C:20]([C:21]2[C:60]([C:55]3[N:54]=[CH:59][CH:58]=[CH:57][N:56]=3)=[CH:65][CH:64]=[CH:63][N:62]=2)=[O:33])=[N:5][CH:6]=[C:7]([C:9]([F:10])([F:11])[F:12])[N:8]=1)[CH3:2] |f:1.2|. Procedure details: Prepared according to the procedure for N-[(1S,2S)-2-{[3-ethyl-5-(trifluoromethyl)pyrazin-2-yl]amino}cyclopentyl]-2-(3-methyl-1,2,4-oxadiazol-5-yl)benzamide (Example 149) from (1S,2S)-1-N-[3-ethyl-5-(trifluoromethyl)pyrazin-2-yl]cyclopentane-1,2-diamine hydrochloride (Intermediate 41; 450 mg, 1.64 mmol) and 3-(pyrimidin-2-yl)pyridine-2-carboxylic acid (CAS number 1228431-21-7; 330 mg, 1.64 mmol) to afford the title compound. Starting materials: CC(=O)OC(C)=O, C1COCCO1, OC(C1=NCCN1)(c1ccccc1)c1ccccn1. The product is CC(=O)N1CCN=C1C(O)(c1ccccc1)c1ccccn1. As a reaction SMILES: [CH3:20][C:21](=[O:22])[O:23][C:24](=[O:25])[CH3:26].[O:27]1[CH2:28][CH2:29][O:30][CH2:31][CH2:32]1.[n:1]1[c:2]([C:7]([c:8]2[cH:9][cH:10][cH:11][cH:12][cH:13]2)([C:14]2=[N:18][CH2:17][CH2:16][NH:15]2)[OH:19])[cH:3][cH:4][cH:5][cH:6]1>>[n:1]1[c:2]([C:7]([c:8]2[cH:9][cH:10][cH:11][cH:12][cH:13]2)([C:14]2=[N:15][CH2:16][CH2:17][N:18]2[C:21]([CH3:20])=[O:22])[OH:19])[cH:3][cH:4][cH:5][cH:6]1.